The task is: describe an organic reaction: reactants, conditions, products, and yield. This data is from the Open Reaction Database (ORD), a public repository of structured organic reaction records. Starting materials: O1CCC(CC1)OS(=O)(=O)C (methanesulfonic acid tetrahydropyran-4-yl ester), C(=O)([O-])[O-].[K+].[K+] (K2CO3), IC1=CC=C(C(C=O)=C1)O (5-iodosalicylaldehyde). Solvent: CN(C=O)C (N,N-dimethylformamide). Product: IC=1C=CC(=C(C=O)C1)OC1CCOCC1 (5-Iodo-2-(tetrahydro-pyran-4-yloxy)-benzaldehyde). Isolated yield 84.6%. Reaction SMILES: [I:1][C:2]1[CH:9]=[C:6]([CH:7]=[O:8])[C:5]([OH:10])=[CH:4][CH:3]=1.[O:11]1[CH2:16][CH2:15][CH:14](OS(C)(=O)=O)[CH2:13][CH2:12]1.C([O-])([O-])=O.[K+].[K+]>CN(C)C=O>[I:1][C:2]1[CH:3]=[CH:4][C:5]([O:10][CH:14]2[CH2:15][CH2:16][O:11][CH2:12][CH2:13]2)=[C:6]([CH:9]=1)[CH:7]=[O:8] |f:2.3.4|. Procedure: In a manner similar to the method described in example 4a, 5-iodosalicylaldehyde (3 g, 12.1 mmol) (Aldrich) reacted with methanesulfonic acid tetrahydropyran-4-yl ester (4 g, 22 mmol) and K2CO3 in N,N-dimethylformamide to give 5-Iodo-2-(tetrahydro-pyran-4-yloxy)-benzaldehyde as a yellow solid (Yield 3.4 g, 85%).